From a dataset of the Open Reaction Database (ORD), a public repository of structured organic reaction records. describe an organic reaction: reactants, conditions, products, and yield Reactants: N1(CCNCC1)C(=O)OC(C)(C)C (t-Butyl piperazine-1-carboxylate), FC(S(=O)(=O)OC=1C=CC=C2C=CC=NC12)(F)F (quinolin-8-yl trifluoromethanesulfonate), C(=O)([O-])[O-].[Cs+].[Cs+] (Cs2CO3). The reagents and catalysts are CC(=O)[O-].CC(=O)[O-].[Pd+2] (Pd(OAc)2), C=1C=CC(=CC1)P(C=2C=CC=CC2)C3=CC=C4C=CC=CC4=C3C5=C6C=CC=CC6=CC=C5P(C=7C=CC=CC7)C=8C=CC=CC8 (BINAP). Run in CCOCC (Et2O), C1CCOC1 (THF). Product: N1=CC=CC2=CC=CC(=C12)N1CCN(CC1)C(=O)OC(C)(C)C (tert-butyl 4-(quinolin-8-yl)piperazine-1-carboxylate). Isolated yield 74.9%. RXN SMILES: [N:1]1([C:7]([O:9][C:10]([CH3:13])([CH3:12])[CH3:11])=[O:8])[CH2:6][CH2:5][NH:4][CH2:3][CH2:2]1.FC(F)(F)S(O[C:20]1[CH:21]=[CH:22][CH:23]=[C:24]2[C:29]=1[N:28]=[CH:27][CH:26]=[CH:25]2)(=O)=O.C([O-])([O-])=O.[Cs+].[Cs+]>C1COCC1.CCOCC.CC([O-])=O.CC([O-])=O.[Pd+2].C1C=CC(P(C2C(C3C(P(C4C=CC=CC=4)C4C=CC=CC=4)=CC=C4C=3C=CC=C4)=C3C(C=CC=C3)=CC=2)C2C=CC=CC=2)=CC=1>[N:28]1[C:29]2[C:24](=[CH:23][CH:22]=[CH:21][C:20]=2[N:4]2[CH2:5][CH2:6][N:1]([C:7]([O:9][C:10]([CH3:13])([CH3:12])[CH3:11])=[O:8])[CH2:2][CH2:3]2)[CH:25]=[CH:26][CH:27]=1 |f:2.3.4,7.8.9|. Procedure: t-Butyl piperazine-1-carboxylate (8.6 g, 46 mmol) and quinolin-8-yl trifluoromethanesulfonate (11 g, 39.6 mmol) were added to a solution of Cs2CO3 (18 g, 55 mmol), BINAP (1.07 g) and Pd(OAc)2 (367 mg) in THF (100 ml). The reaction mixture was refluxed for 1 day and then cooled down to room temperature. The resulting solution was diluted with Et2O (100 ml) and then filtered with Celite. The organic solution was evaporated under reduced pressure, and the residue was purified with normal preparativ... Reaction conditions: time 18 hour. Product: C(#N)CC(CCC(C)=O)C (1-Cyano-2-Methyl-5-Ketohexane). As a reaction SMILES: [NH3:1].C[CH:3]1[CH2:8][CH2:7][CH:6]([CH3:9])[CH2:5][C:4]1=[O:10].O=O.[CH3:13]O>>[C:9]([CH2:6][CH:7]([CH3:13])[CH2:8][CH2:3][C:4](=[O:10])[CH3:5])#[N:1]. Reactants: O=O (oxygen), N (NH3), CO (methanol), CC1C(CC(CC1)C)=O (2,5-dimethyl cyclohexanone), CuCl2. Reported procedure: A solution of 2 ml of NH3 in 50 ml of methanol is charged into an airtight container fitted with a gas inlet tube and mechanical stirrer. To this solution is added with stirring 0.015 g of CuCl2 2H2O and 1.25 g of 2,5-dimethyl cyclohexanone. Stirring is continued until all solids had dissolved. The container is pressurized with oxygen, and allowed to sit at room temperature for 18 hours. The methanol solvent is removed by rotary evaporator and the product extracted in ether. The ether layer is c... Reactants: CCN=C=NCCCN(C)C, CN(C)c1ccncc1, O=C(O)c1cccc(Oc2ccc3nc(NC(=O)C4CC4)cn3n2)c1, Cl, Nc1ccc(C(F)(F)F)cc1, c1ccncc1. The product is O=C(Nc1ccc(C(F)(F)F)cc1)c1cccc(Oc2ccc3nc(NC(=O)C4CC4)cn3n2)c1. RXN SMILES: [CH3:38][N:39]([CH3:40])[CH2:41][CH2:42][CH2:43][N:44]=[C:45]=[N:46][CH2:47][CH3:48].[CH3:49][N:50]([CH3:51])[c:52]1[cH:53][cH:54][n:55][cH:56][cH:57]1.[CH:1]1([C:4](=[O:5])[NH:6][c:7]2[n:8][c:9]3[n:10]([n:11][c:12]([O:15][c:16]4[cH:17][c:18]([C:19](=[O:20])[OH:21])[cH:22][cH:23][cH:24]4)[cH:13][cH:14]3)[cH:25]2)[CH2:2][CH2:3]1.[ClH:37].[F:26][C:27]([c:28]1[cH:29][cH:30][c:31]([NH2:32])[cH:33][cH:34]1)([F:35])[F:36].[cH:58]1[cH:59][cH:60][n:61][cH:62][cH:63]1>>[CH:1]1([C:4](=[O:5])[NH:6][c:7]2[n:8][c:9]3[n:10]([n:11][c:12]([O:15][c:16]4[cH:17][c:18]([C:19](=[O:20])[NH:32][c:31]5[cH:30][cH:29][c:28]([C:27]([F:26])([F:35])[F:36])[cH:34][cH:33]5)[cH:22][cH:23][cH:24]4)[cH:13][cH:14]3)[cH:25]2)[CH2:2][CH2:3]1. Starting materials: O=C1N(CCC1)C1=CC=C(C=C1)C(CCC(=O)O)=O (4-(4-(2-oxo-pyrrolidin-1-yl)-phenyl)-4-oxo-butyric acid), O.NN (hydrazine hydrate). Solvent: C(C)O (ethanol). Product: O=C1N(CCC1)C1=CC=C(C=C1)C=1CCC(NN1)=O (6-(4-(2-Oxo-pyrrolidin-1-yl)-phenyl)-4,5-dihydro-3(2H)-pyridazinone). Reaction SMILES: [O:1]=[C:2]1[CH2:6][CH2:5][CH2:4][N:3]1[C:7]1[CH:12]=[CH:11][C:10]([C:13](=O)[CH2:14][CH2:15][C:16]([OH:18])=O)=[CH:9][CH:8]=1.O.[NH2:21][NH2:22]>C(O)C>[O:1]=[C:2]1[CH2:6][CH2:5][CH2:4][N:3]1[C:7]1[CH:12]=[CH:11][C:10]([C:13]2[CH2:14][CH2:15][C:16](=[O:18])[NH:21][N:22]=2)=[CH:9][CH:8]=1 |f:1.2|. Reported procedure: 10.4 g (0.04 mole) of 4-(4-(2-oxo-pyrrolidin-1-yl)-phenyl)-4-oxo-butyric acid and 2 g (0.04 mole) of hydrazine hydrate are stirred under reflux in 100 ml of ethanol for 1 hour, the mixture is cooled and the product is filtered off with suction. The solid which has precipitated is stirred with sodium bicarbonate solution, filtered off with suction, washed and dried. Reactants: O (Water), N1C=NC2=C1C=CC(=C2)N (1H-benzimidazol-5-amine), N1=CC=CC=C1 (pyridine), ClC(=O)OCC(Cl)(Cl)Cl (2,2,2-trichloroethyl chloroformate). Solvent: O1CCCC1 (tetrahydrofuran). Procedure: To a solution of 1H-benzimidazol-5-amine (1.00 g, 7.51 mmol) and pyridine (0.73 ml, 9.01 mmol) in tetrahydrofuran (25 ml) was added, under ice-cooling, 2,2,2-trichloroethyl chloroformate (1.25 ml, 9.01 mmol), and the mixture was stirred at room temperature for 1.5 hour. Water was poured to the reaction mixture, and the resulting solution was extracted with ethyl acetate. The extract was washed with water and dried over anhydrous magnesium sulfate, and the solvent was distilled off under reduced ... Yields the product N1C=NC2=C1C=CC(=C2)NC(OCC(Cl)(Cl)Cl)=O (2,2,2-Trichloroethyl 1H-benzimidazol-5-ylcarbamate). Reaction SMILES: [NH:1]1[C:5]2[CH:6]=[CH:7][C:8]([NH2:10])=[CH:9][C:4]=2[N:3]=[CH:2]1.N1C=CC=CC=1.Cl[C:18]([O:20][CH2:21][C:22]([Cl:25])([Cl:24])[Cl:23])=[O:19].O>O1CCCC1>[NH:1]1[C:5]2[CH:6]=[CH:7][C:8]([NH:10][C:18](=[O:19])[O:20][CH2:21][C:22]([Cl:25])([Cl:24])[Cl:23])=[CH:9][C:4]=2[N:3]=[CH:2]1. Starting materials: COC1CNC1, Cl, O=Cc1ncc[nH]1. The product is COC1CN(Cc2ncc[nH]2)C1. As a reaction SMILES: [CH3:9][O:10][CH:11]1[CH2:12][NH:13][CH2:14]1.[ClH:8].[nH:1]1[c:2]([CH:6]=[O:7])[n:3][cH:4][cH:5]1>>[nH:1]1[c:2]([CH2:6][N:13]2[CH2:12][CH:11]([O:10][CH3:9])[CH2:14]2)[n:3][cH:4][cH:5]1.